This data is from the Open Reaction Database (ORD), a public repository of structured organic reaction records. The task is: describe an organic reaction: reactants, conditions, products, and yield The reactants are C(C)OC(=O)C=1NC2=C(C=CC(=C2C1)C(CN(C(C)(C)C)CC1=CC=CC=C1)=O)OCC1=CC=CC=C1 (7-benzyloxy-4-(N-benzyl-N-tert-butylaminoacetyl)-2-indolecarboxylic acid ethyl ester), [H-].[Al+3].[Li+].[H-].[H-].[H-] (lithium aluminum hydride), O1CCCC1 (tetrahydrofuran), C(C)OCC (diethyl ether). The solvent is O (water). Yields the product C(C1=CC=CC=C1)N(C(C)(C)C)CC(O)C1=C2C=C(NC2=C(C=C1)OCC1=CC=CC=C1)CO (2-(N-benzyl-N-tert-butylamino) -1-(7-benzyloxy-2-hydroxymethylindol-4-yl)ethanol). Yield: 92.4%. As a reaction SMILES: C([O:3][C:4]([C:6]1[NH:7][C:8]2[C:13]([CH:14]=1)=[C:12]([C:15](=[O:29])[CH2:16][N:17]([CH2:22][C:23]1[CH:28]=[CH:27][CH:26]=[CH:25][CH:24]=1)[C:18]([CH3:21])([CH3:20])[CH3:19])[CH:11]=[CH:10][C:9]=2[O:30][CH2:31][C:32]1[CH:37]=[CH:36][CH:35]=[CH:34][CH:33]=1)=O)C.O1CCCC1.C(OCC)C.[H-].[Al+3].[Li+].[H-].[H-].[H-]>O>[CH2:22]([N:17]([CH2:16][CH:15]([C:12]1[CH:11]=[CH:10][C:9]([O:30][CH2:31][C:32]2[CH:37]=[CH:36][CH:35]=[CH:34][CH:33]=2)=[C:8]2[C:13]=1[CH:14]=[C:6]([CH2:4][OH:3])[NH:7]2)[OH:29])[C:18]([CH3:20])([CH3:19])[CH3:21])[C:23]1[CH:28]=[CH:27][CH:26]=[CH:25][CH:24]=1 |f:3.4.5.6.7.8|. Procedure details: 4 g of 7-benzyloxy-4-(N-benzyl-N-tert-butylaminoacetyl)-2-indolecarboxylic acid ethyl ester is combined with 75 ml of absolute tetrahydrofuran and 150 ml of diethyl ether and stirred under ice cooling for 9 hours with 1.2 g of lithium aluminum hydride. Then a small amount of water is added to the reaction mixture, the precipitate is vacuum-filtered, washed with ethyl acetate/diethyl ether, the combined filtrates are concentrated, and the residue is recrystallized from diisopropyl ether, thus obt...